describe an organic reaction: reactants, conditions, products, and yield From a dataset of the Open Reaction Database (ORD), a public repository of structured organic reaction records. RXN SMILES: [NH2:1][C:2]1[N:7]=[C:6]2[C:8]([CH:11]3[CH2:16][CH2:15][N:14]([CH3:17])[CH2:13][CH2:12]3)=[CH:9][NH:10][C:5]2=[CH:4][CH:3]=1.[CH3:18][C:19]1[CH:27]=[CH:26][C:22]([C:23](Cl)=[O:24])=[CH:21][CH:20]=1>>[CH3:18][C:19]1[CH:27]=[CH:26][C:22]([C:23]([NH:1][C:2]2[N:7]=[C:6]3[C:8]([CH:11]4[CH2:16][CH2:15][N:14]([CH3:17])[CH2:13][CH2:12]4)=[CH:9][NH:10][C:5]3=[CH:4][CH:3]=2)=[O:24])=[CH:21][CH:20]=1. The yield is 65.2%. The product is CC1=CC=C(C(=O)NC2=CC=C3C(=N2)C(=CN3)C3CCN(CC3)C)C=C1 (5-(N-[4-methylbenzoyl]amino)-3-(1-methylpiperidin-4-yl)pyrrolo[3,2-b]pyridine). Reactants: NC1=CC=C2C(=N1)C(=CN2)C2CCN(CC2)C (5-amino-3-(1-methylpiperidin-4-yl)pyrrolo[3,2-b]pyridine), CC1=CC=C(C(=O)Cl)C=C1 (4-methylbenzoyl chloride). Reported procedure: Beginning with 0.010 gm (0.044 mMol) 5-amino-3-(1-methylpiperidin-4-yl)pyrrolo[3,2-b]pyridine and 0.007 mL (0.058 mMol) 4-methylbenzoyl chloride, 0.010 gm (66%) of the title compound were prepared essentially by the procedure described in Example 7.